This data is from the Open Reaction Database (ORD), a public repository of structured organic reaction records. The task is: describe an organic reaction: reactants, conditions, products, and yield The reactants are C(C1=CC=CC=C1)OC(=O)C(CP(O)(=O)CCCC1=CC=CC=C1)CCC(=O)OCC1=CC=CC=C1 (2,4-Di(benzyloxycarbonyl)butyl(3-phenylpropyl)phosphinic acid), [H-].[Na+] (sodium hydride), Cl (HCl), C=C(C(=O)OCC1=CC=CC=C1)CCC(=O)OCC1=CC=CC=C1 (dibenzyl 2-methylenepentanedioate). Solvent: C1CCOC1 (THF), CCOC(=O)C (EtOAc). Run at time 4 hour. The product is C(CCC)P(=O)(O)CC(C(=O)O)CCC(=O)O (2-[(butylhydroxyphosphinyl)methyl]pentanedioic acid). Isolated yield 154.3%. RXN SMILES: C([O:8][C:9]([CH:11]([CH2:25][CH2:26][C:27]([O:29]CC1C=CC=CC=1)=[O:28])[CH2:12][P:13]([CH2:16][CH2:17][CH2:18][C:19]1C=CC=CC=1)(=[O:15])[OH:14])=[O:10])C1C=CC=CC=1.[H-].[Na+].C=C(CCC(OCC1C=CC=CC=1)=O)C(OCC1C=CC=CC=1)=O.Cl>C1COCC1.CCOC(C)=O>[CH2:16]([P:13]([CH2:12][CH:11]([CH2:25][CH2:26][C:27]([OH:29])=[O:28])[C:9]([OH:10])=[O:8])([OH:15])=[O:14])[CH2:17][CH2:18][CH3:19] |f:1.2|. Procedure details: To a solution of 4-methylbenzyl-O-benzylphosphinic acid (2, R=4-methylbenzyl)(2.16 g, 8.3 mmol) in THF (15 mL) was added sodium hydride (0.10 g, 60 % dispersion in oil) followed by dibenzyl 2-methylenepentanedioate at 0 C., and the mixture was stirred at rt for 4 h. The reaction mixture was then diluted with EtOAc (50 mL) and poured into 1N HCl (50 mL). The organic layer was separated, dired over Na2SO4, and concentrated. This material was purified by silica gel chromatography (hexanes: EtOAc, 4... The reactants are CSC(=C(C#N)C#N)SC (3,3-bis(methylthio)-2-cyanoacrylonitrile), C(C)(=O)OCC (ethyl acetate), C(C=C)OC(C(=C(SC)SC)C#N)=O (3,3-bis(methylthio)-2-cyanoacrylic acid allyl ester), C(C=C)O (allyl alcohol). Yields the product C(C=C)OC(C(=C1OC2=C(N1)C=CC=C2)C#N)=O (2-benzoxazolinylidene-cyanoacetic acid allyl ester). RXN SMILES: CSC(SC)=[C:4]([C:7]#[N:8])[C:5]#N.[CH2:11]([O:14][C:15](=[O:24])[C:16]([C:22]#[N:23])=[C:17](SC)SC)[CH:12]=[CH2:13].[CH2:25](O)[CH:26]=[CH2:27].C(OCC)(=[O:31])C>>[CH2:11]([O:14][C:15](=[O:24])[C:16]([C:22]#[N:23])=[C:17]1[NH:8][C:7]2[CH:25]=[CH:26][CH:27]=[CH:5][C:4]=2[O:31]1)[CH:12]=[CH2:13]. Procedure: The procedure described in Example 1 is repeated using, instead of 3,3-bis(methylthio)-2-cyanoacrylonitrile, an equivalent amount of 3,3-bis(methylthio)-2-cyanoacrylic acid allyl ester in 100 ml. of allyl alcohol and holding the mixture under reflux for 7 hours to obtain 2-benzoxazolinylidene-cyanoacetic acid allyl ester of melting point 181°-183° C. (from ethyl acetate). Reactants: CCCCN, CCN=C=NCCCN(C)C, CN(C)c1ccncc1, ClCCl, O=C(O)c1cc2c3c(c1)C(c1ccccc1)CCN3CCC2c1ccccc1. Product: CCCCNC(=O)c1cc2c3c(c1)C(c1ccccc1)CCN3CCC2c1ccccc1. As a reaction SMILES: [CH2:29]([CH2:30][CH2:31][CH3:32])[NH2:33].[CH3:34][CH2:35][N:36]=[C:37]=[N:38][CH2:39][CH2:40][CH2:41][N:42]([CH3:43])[CH3:44].[CH3:48][N:49]([c:50]1[cH:51][cH:52][n:53][cH:54][cH:55]1)[CH3:56].[Cl:45][CH2:46][Cl:47].[c:1]1([CH:7]2[CH2:8][CH2:9][N:10]3[c:11]4[c:12]([cH:13][c:14]([C:17](=[O:18])[OH:19])[cH:15][c:16]42)[CH:20]([c:23]2[cH:24][cH:25][cH:26][cH:27][cH:28]2)[CH2:21][CH2:22]3)[cH:2][cH:3][cH:4][cH:5][cH:6]1>>[c:1]1([CH:7]2[CH2:8][CH2:9][N:10]3[c:11]4[c:12]([cH:13][c:14]([C:17](=[O:19])[NH:33][CH2:29][CH2:30][CH2:31][CH3:32])[cH:15][c:16]42)[CH:20]([c:23]2[cH:24][cH:25][cH:26][cH:27][cH:28]2)[CH2:21][CH2:22]3)[cH:2][cH:3][cH:4][cH:5][cH:6]1. Reactants: COC(NC1CN(C2=CC=CC=C2C1)C(CC(C[C@@H](C=O)NC(=O)OC(C)(C)C)(C)C)=O)=O ([1-(5(S)-tert-butoxycarbonylamino-3,3-dimethyl-oxo-hexanoyl)-1,2,3,4-tetrahydro-quinolin-3(R,S)-yl]-carbamic acid methyl ester), solid, C[Si](C)(C)[N-][Si](C)(C)C.[K+] (potassium bis(trimethylsilyl)amide), [Cl-].[NH4+] (ammonium chloride). The reagents and catalysts are [Br-].C[P+](C1=CC=CC=C1)(C1=CC=CC=C1)C1=CC=CC=C1 (methyltriphenylphosphonium bromide). The solvent is C(C)OCC (diethyl ether), C(C)OCC (diethyl ether). Conditions: temperature 0 celsius, time 30 minute. The product is COC(NC1CN(C2=CC=CC=C2C1)C(CC(C[C@@H](C=C)NC(=O)OC(C)(C)C)(C)C)=O)=O ([1-(5(S)-tert-Butoxycarbonylamino-3,3-dimethyl-hept-6-enoyl)-1,2,3,4-tetrahydro-quinolin-3(R,S)-yl]-carbamic acid methyl ester), SiO2. Reaction SMILES: [CH3:1][Si]([N-][Si](C)(C)C)(C)C.[K+].[CH3:11][O:12][C:13](=[O:43])[NH:14][CH:15]1[CH2:24][C:23]2[C:18](=[CH:19][CH:20]=[CH:21][CH:22]=2)[N:17]([C:25](=[O:42])[CH2:26][C:27]([CH3:41])([CH3:40])[CH2:28][C@H:29]([NH:32][C:33]([O:35][C:36]([CH3:39])([CH3:38])[CH3:37])=[O:34])[CH:30]=O)[CH2:16]1.[Cl-].[NH4+]>[Br-].C[P+](C1C=CC=CC=1)(C1C=CC=CC=1)C1C=CC=CC=1.C(OCC)C>[CH3:11][O:12][C:13](=[O:43])[NH:14][CH:15]1[CH2:24][C:23]2[C:18](=[CH:19][CH:20]=[CH:21][CH:22]=2)[N:17]([C:25](=[O:42])[CH2:26][C:27]([CH3:41])([CH3:40])[CH2:28][C@H:29]([NH:32][C:33]([O:35][C:36]([CH3:38])([CH3:39])[CH3:37])=[O:34])[CH:30]=[CH2:1])[CH2:16]1 |f:0.1,3.4,5.6|. Procedure details: 4.60 g of methyltriphenylphosphonium bromide are added to a solution of 2.70 g of solid potassium bis(trimethylsilyl)amide in 60 ml of diethyl ether under argon at 0° and the mixture is stirred 30 minutes at 0° C. A solution of 1.98 g of [1-(5(S)-tert-butoxycarbonylamino-3,3-dimethyl-oxo-hexanoyl)-1,2,3,4-tetrahydro-quinolin-3(R,S)-yl]-carbamic acid methyl ester in 20 ml of diethyl ether is added dropwise at 0° C. The mixture is stirred at 0° C. for 1 hour, then poured into saturated aqueous amm...